This data is from the Open Reaction Database (ORD), a public repository of structured organic reaction records. The task is: describe an organic reaction: reactants, conditions, products, and yield Starting materials: [H-].[Al+3].[Li+].[H-].[H-].[H-] (Lithium aluminum hydride), BrC(CC(C(=O)OC)C(=O)OC)=C (Dimethyl 2-(2-bromoallyl)malonate), C(CC(=O)[O-])(=O)[O-] (malonate). Run in CCOCC (ether), C(C)OCC (diethyl ether). Run at temperature -78 celsius, time 3 hour. The product is BrC(CC(CO)CO)=C (2-(2-Bromoallyl)propane-1,3-diol). Yield: 39.6%. Reaction SMILES: [H-].[Al+3].[Li+].[H-].[H-].[H-].[Br:7][C:8](=[CH2:19])[CH2:9][CH:10]([C:15](OC)=[O:16])[C:11](OC)=[O:12].C([O-])(=O)CC([O-])=O>C(OCC)C>[Br:7][C:8](=[CH2:19])[CH2:9][CH:10]([CH2:15][OH:16])[CH2:11][OH:12] |f:0.1.2.3.4.5|. Procedure: Lithium aluminum hydride (1.9 g, 7.65 mmol) was slurried in anhydrous diethyl ether (50 ml) and cooled to −78° C. in a dry ice/acetone bath. A solution of the product from step A (0.639 g, 16.84 mmol) in dry ether (26 ml) was then added dropwise. After the malonate was added, the solution was allowed warm to room temperature and stirring was continued for 3 hours. The reaction was quenched with brine (50 ml), extracted with ethyl acetate (3×25 ml) and dried over MgSO4. The solvent was removed in... Reactants: O=C([O-])[O-], CC#N, CCOC(=O)C1(CCCc2c(Cl)cnc3ccc(OC)cc23)CCNCC1, ClCCSC1CCCC1, [I-], [K+], [K+], [K+]. Product: CCOC(=O)C1(CCCc2c(Cl)cnc3ccc(OC)cc23)CCN(CCSC2CCCC2)CC1. RXN SMILES: [C:28](=[O:29])([O-:30])[O-:31].[CH3:45][C:46]#[N:47].[Cl:1][c:2]1[cH:3][n:4][c:5]2[cH:6][cH:7][c:8]([O:26][CH3:27])[cH:9][c:10]2[c:11]1[CH2:12][CH2:13][CH2:14][C:15]1([C:21](=[O:22])[O:23][CH2:24][CH3:25])[CH2:16][CH2:17][NH:18][CH2:19][CH2:20]1.[Cl:36][CH2:37][CH2:38][S:39][CH:40]1[CH2:41][CH2:42][CH2:43][CH2:44]1.[I-:35].[K+:32].[K+:33].[K+:34]>>[Cl:1][c:2]1[cH:3][n:4][c:5]2[cH:6][cH:7][c:8]([O:26][CH3:27])[cH:9][c:10]2[c:11]1[CH2:12][CH2:13][CH2:14][C:15]1([C:21](=[O:22])[O:23][CH2:24][CH3:25])[CH2:16][CH2:17][N:18]([CH2:37][CH2:38][S:39][CH:40]2[CH2:41][CH2:42][CH2:43][CH2:44]2)[CH2:19][CH2:20]1. The reactants are COc1c(N2CCC(NC3CCN(C(=O)OC(C)(C)C)CC3)CC2)c(F)cc2c(=O)c(C(=O)O)cn(C3CC3)c12, CC(=O)O, CC(Cl)Cl, [Na+], [Na+], O=C([O-])[O-], O=C(O)C(F)(F)F. The product is COc1c(N2CCC(NC3CCNCC3)CC2)c(F)cc2c(=O)c(C(=O)O)cn(C3CC3)c12. As a reaction SMILES: [C:1]([O:2][C:3](=[O:4])[N:8]1[CH2:9][CH2:10][CH:11]([NH:14][CH:15]2[CH2:16][CH2:17][N:18]([c:21]3[c:22]([F:40])[cH:23][c:24]4[c:25](=[O:39])[c:26]([C:36](=[O:37])[OH:38])[cH:27][n:28]([CH:33]5[CH2:34][CH2:35]5)[c:29]4[c:30]3[O:31][CH3:32])[CH2:19][CH2:20]2)[CH2:12][CH2:13]1)([CH3:5])([CH3:6])[CH3:7].[CH3:54][C:55](=[O:56])[OH:57].[Cl:58][CH:59]([Cl:60])[CH3:61].[Na+:48].[Na+:49].[O-:50][C:51](=[O:52])[O-:53].[OH:41][C:42]([C:43]([F:44])([F:45])[F:46])=[O:47]>>[NH:8]1[CH2:9][CH2:10][CH:11]([NH:14][CH:15]2[CH2:16][CH2:17][N:18]([c:21]3[c:22]([F:40])[cH:23][c:24]4[c:25](=[O:39])[c:26]([C:36](=[O:37])[OH:38])[cH:27][n:28]([CH:33]5[CH2:34][CH2:35]5)[c:29]4[c:30]3[O:31][CH3:32])[CH2:19][CH2:20]2)[CH2:12][CH2:13]1. Reactants: Cc1ccccc1-c1ccccc1C(=O)Nc1ccc(C(=O)N2CCC(=O)N(CC(=O)O)c3ccccc32)cc1, CN(C)CCO, CN(C)c1ccncc1, C(=NC1CCCCC1)=NC1CCCCC1, ClCCl. The product is Cc1ccccc1-c1ccccc1C(=O)Nc1ccc(C(=O)N2CCC(=O)N(CC(=O)OCCN(C)C)c3ccccc32)cc1. As a reaction SMILES: [C:1](=[O:2])([OH:3])[CH2:4][N:5]1[C:6](=[O:40])[CH2:7][CH2:8][N:9]([C:16]([c:17]2[cH:18][cH:19][c:20]([NH:23][C:24]([c:25]3[c:26](-[c:31]4[c:32]([CH3:37])[cH:33][cH:34][cH:35][cH:36]4)[cH:27][cH:28][cH:29][cH:30]3)=[O:38])[cH:21][cH:22]2)=[O:39])[c:10]2[c:11]1[cH:12][cH:13][cH:14][cH:15]2.[CH3:41][N:42]([CH2:43][CH2:44][OH:45])[CH3:46].[CH3:62][N:63]([CH3:64])[c:65]1[cH:66][cH:67][n:68][cH:69][cH:70]1.[CH:47]1([N:48]=[C:49]=[N:50][CH:51]2[CH2:52][CH2:53][CH2:54][CH2:55][CH2:56]2)[CH2:57][CH2:58][CH2:59][CH2:60][CH2:61]1.[Cl:71][CH2:72][Cl:73]>>[C:1]([O:2][CH2:44][CH2:43][N:42]([CH3:41])[CH3:46])(=[O:3])[CH2:4][N:5]1[C:6](=[O:40])[CH2:7][CH2:8][N:9]([C:16]([c:17]2[cH:18][cH:19][c:20]([NH:23][C:24]([c:25]3[c:26](-[c:31]4[c:32]([CH3:37])[cH:33][cH:34][cH:35][cH:36]4)[cH:27][cH:28][cH:29][cH:30]3)=[O:38])[cH:21][cH:22]2)=[O:39])[c:10]2[c:11]1[cH:12][cH:13][cH:14][cH:15]2. Procedure details: A sealed tube containing propan-2-amine (202 mg, 292 μl, 3.42 mmol), methyl 2-(biphenyl-2-ylmethyl)-5-hydroxy-1-methyl-6-oxo-1,6-dihydropyrimidine-4-carboxylate (0.1 g, 285 μmol) and THF (1.7 ml) was heated at 110° C. in a microwave oven for 20 minutes. The crude reaction mixture was cooled and evaporated to dryness. Purification by preparative HPLC provided the desired product as a light pink solid (0.015 g; 14%). LCMS: m/z=379 (MH+). RXN SMILES: [CH3:1][CH:2]([NH2:4])[CH3:3].[C:5]1([C:25]2[CH:30]=[CH:29][CH:28]=[CH:27][CH:26]=2)[CH:10]=[CH:9][CH:8]=[CH:7][C:6]=1[CH2:11][C:12]1[N:13]([CH3:24])[C:14](=[O:23])[C:15]([OH:22])=[C:16]([C:18](OC)=[O:19])[N:17]=1>C1COCC1>[CH:2]([NH:4][C:18]([C:16]1[N:17]=[C:12]([CH2:11][C:6]2[CH:7]=[CH:8][CH:9]=[CH:10][C:5]=2[C:25]2[CH:30]=[CH:29][CH:28]=[CH:27][CH:26]=2)[N:13]([CH3:24])[C:14](=[O:23])[C:15]=1[OH:22])=[O:19])([CH3:3])[CH3:1]. Reactants: CC(C)N (propan-2-amine), C1(=C(C=CC=C1)CC=1N(C(C(=C(N1)C(=O)OC)O)=O)C)C1=CC=CC=C1 (methyl 2-(biphenyl-2-ylmethyl)-5-hydroxy-1-methyl-6-oxo-1,6-dihydropyrimidine-4-carboxylate). Run in C1CCOC1 (THF). Reaction conditions: temperature 110 celsius. The product is C(C)(C)NC(=O)C=1N=C(N(C(C1O)=O)C)CC1=C(C=CC=C1)C1=CC=CC=C1 (2-biphenyl-2-ylmethyl-5-hydroxy-1-methyl-6-oxo-1,6-dihydro-pyrimidine-4-carboxylic acid isopropylamide). Isolated yield 13.9%. Starting materials: ClCCCCCCO (6-chlorohexan-1-ol), Cl.FC1=CC=C(C=C1)NN (4-fluorophenylhydrazine hydrochloride). Yields the product ClCCCCC1=CNC2=CC=C(C=C12)F (3-(4-Chlorobutyl)-5-fluoro-1H-indole). Reaction SMILES: [Cl:1][CH2:2][CH2:3][CH2:4][CH2:5][CH2:6][CH2:7]O.Cl.[F:10][C:11]1[CH:16]=[CH:15][C:14]([NH:17]N)=[CH:13][CH:12]=1>>[Cl:1][CH2:2][CH2:3][CH2:4][CH2:5][C:6]1[C:15]2[C:14](=[CH:13][CH:12]=[C:11]([F:10])[CH:16]=2)[NH:17][CH:7]=1 |f:1.2|. Procedure: from 6-chlorohexan-1-ol and 4-fluorophenylhydrazine hydrochloride Starting materials: COC(=O)c1cc(Nc2nc(N3CCCCC3)nc3ccccc23)[nH]n1, CO, N. Product: NC(=O)c1cc(Nc2nc(N3CCCCC3)nc3ccccc23)[nH]n1. As a reaction SMILES: [CH3:1][O:2][C:3](=[O:4])[c:5]1[cH:6][c:7]([NH:10][c:11]2[n:12][c:13]([N:21]3[CH2:22][CH2:23][CH2:24][CH2:25][CH2:26]3)[n:14][c:15]3[cH:16][cH:17][cH:18][cH:19][c:20]23)[nH:8][n:9]1.[CH3:28][OH:29].[NH3:27]>>[C:3](=[O:4])([c:5]1[cH:6][c:7]([NH:10][c:11]2[n:12][c:13]([N:21]3[CH2:22][CH2:23][CH2:24][CH2:25][CH2:26]3)[n:14][c:15]3[cH:16][cH:17][cH:18][cH:19][c:20]23)[nH:8][n:9]1)[NH2:27]. Starting materials: C1=C(C=CC=2SC3=C(CCC21)C=CC=C3)CC(=O)O (10,11-dihydrodibenzo[b.f]thiepin-2-acetic acid), Cl (hydrogen chloride), CO (methanol). Product: C1=C(C=CC=2SC3=C(CCC21)C=CC=C3)CC(=O)OC (methyl 10,11-dihydrodibenzo[b.f]thiepin-2-acetate). Reaction SMILES: [CH:1]1[C:11]2[CH2:10][CH2:9][C:8]3[CH:12]=[CH:13][CH:14]=[CH:15][C:7]=3[S:6][C:5]=2[CH:4]=[CH:3][C:2]=1[CH2:16][C:17]([OH:19])=[O:18].Cl.[CH3:21]O>>[CH:1]1[C:11]2[CH2:10][CH2:9][C:8]3[CH:12]=[CH:13][CH:14]=[CH:15][C:7]=3[S:6][C:5]=2[CH:4]=[CH:3][C:2]=1[CH2:16][C:17]([O:19][CH3:21])=[O:18]. Procedure: A solution of 950 mg. of 10,11-dihydrodibenzo[b.f]thiepin-2-acetic acid in 50 ml. of methanol is saturated with hydrogen chloride. After 2 hours the reaction mixture is evaporated under reduced pressure and the residue is chromatographed on silica gel using ethyl acetate:hexane (1:7) as eluant to yield methyl 10,11-dihydrodibenzo[b.f]-thiepin-2-acetate (XII, R1 = Me), which is dissolved in 10 ml. of benzene and treated with 900 mg. of 85% m-chloroperbenzoic acid dissolved in 10 ml. of dimethoxye... Reaction SMILES: Cl[CH2:2][CH2:3][C:4]([C:10]1[CH:15]=[CH:14][C:13]([F:16])=[CH:12][CH:11]=1)([OH:9])[CH2:5][CH2:6][CH:7]=[CH2:8].[F:17][CH:18]([F:31])[O:19][C:20]1[CH:25]=[CH:24][C:23]([C@@H:26]([N:28]=[C:29]=[O:30])[CH3:27])=[CH:22][CH:21]=1>>[CH2:5]([C:4]1([C:10]2[CH:15]=[CH:14][C:13]([F:16])=[CH:12][CH:11]=2)[O:9][C:29](=[O:30])[N:28]([C@H:26]([C:23]2[CH:24]=[CH:25][C:20]([O:19][CH:18]([F:17])[F:31])=[CH:21][CH:22]=2)[CH3:27])[CH2:2][CH2:3]1)[CH2:6][CH:7]=[CH2:8]. The reactants are ClCCC(CCC=C)(O)C1=CC=C(C=C1)F (1-chloro-3-(4-fluorophenyl)hept-6-en-3-ol), FC(OC1=CC=C(C=C1)[C@H](C)N=C=O)F ((S)-1-(difluoromethoxy)-4-(1-isocyanatoethyl)benzene). The product is C(CC=C)C1(CCN(C(O1)=O)[C@@H](C)C1=CC=C(C=C1)OC(F)F)C1=CC=C(C=C1)F (6-(but-3-enyl)-3-((S)-1-(4-(difluoromethoxy)phenyl)ethyl)-6-(4-fluorophenyl)-1,3-oxazinan-2-one). Reported procedure: 6-(but-3-enyl)-3-((S)-1-(4-(difluoromethoxy)phenyl)ethyl)-6-(4-fluorophenyl)-1,3-oxazinan-2-one was prepared from 1-chloro-3-(4-fluorophenyl)hept-6-en-3-ol and (S)-1-(difluoromethoxy)-4-(1-isocyanatoethyl)benzene following a procedure analogous to that described in Example 110 Step 2. Two isomers were isolated.